This data is from the Open Reaction Database (ORD), a public repository of structured organic reaction records. The task is: describe an organic reaction: reactants, conditions, products, and yield Starting materials: C1(\C=C/CCCC1)=O ((Z)-cyclohept-2-enone), [Cl-].[Al+3].[Cl-].[Cl-] (aluminum chloride), C1=CC=CCC1 (cyclohexadiene). Run in C1(=CC=CC=C1)C (toluene), C1(=CC=CC=C1)C (toluene). Reaction conditions: time 40 minute. Product: C12C=CC(C3C1CCCCC3=O)CC2 (1,4,4a,6,7,8,9,9a-octahydro-5H-1,4-ethanobenzo[7]annulen-5-one). As a reaction SMILES: [C:1]1(=[O:8])[CH2:7][CH2:6][CH2:5][CH2:4][CH:3]=[CH:2]1.[Cl-].[Al+3].[Cl-].[Cl-].[CH:13]1[CH2:18][CH2:17][CH:16]=[CH:15][CH:14]=1>C1(C)C=CC=CC=1>[CH:18]12[CH2:17][CH2:16][CH:15]([CH:7]3[C:1](=[O:8])[CH2:2][CH2:3][CH2:4][CH2:5][CH:6]31)[CH:14]=[CH:13]2 |f:1.2.3.4|. Procedure details: To a solution of (Z)-cyclohept-2-enone (1.4 g, 10 mmol) in dry toluene was added aluminum chloride (0.67 g, 5 mmol) and the resulting mixture was stirred at room temperature for 40 minutes. A solution of cyclohexadiene (9.62 g, 120 mmol) in toluene was added dropwise, and the mixture was stirred overnight at 40° C. The reaction mixture was filtered through diatomaceous earth and then partition in ethyl acetate/water. The organic layer was washed with sodium bicarbonate solution, dried (magnesium...